The task is: describe an organic reaction: reactants, conditions, products, and yield. This data is from the Open Reaction Database (ORD), a public repository of structured organic reaction records. Reactants: [Li]CCCC (n-BuLi), NC1=C(C=C(C=C1F)Cl)C(C(F)(F)F)=O (2'-amino-5'-chloro-3'-fluoro-2,2,2-trifluoroacetophenone), C1(CC1)C#C (cyclopropylacetylene). The solvent is hexanes, C1CCOC1 (THF), C1CCOC1 (THF), C1(=CC=CC=C1)C (toluene). Conditions: temperature 0 celsius, time 5 minute. Yields the product NC1=C(C(C(F)(F)F)(C#CC2CC2)O)C=C(C=C1F)Cl ((±)-2-amino-5-chloro-3-fluoro-α-(cyclopropylethynyl)-α-(trifluoromethyl)benzyl alcohol). The yield is 48.5%. Reaction SMILES: [CH:1]1([C:4]#[CH:5])[CH2:3][CH2:2]1.[Li]CCCC.[NH2:11][C:12]1[C:17]([F:18])=[CH:16][C:15]([Cl:19])=[CH:14][C:13]=1[C:20](=[O:25])[C:21]([F:24])([F:23])[F:22]>C1(C)C=CC=CC=1.C1COCC1>[NH2:11][C:12]1[C:17]([F:18])=[CH:16][C:15]([Cl:19])=[CH:14][C:13]=1[C:20]([OH:25])([C:5]#[C:4][CH:1]1[CH2:3][CH2:2]1)[C:21]([F:22])([F:23])[F:24]. Reported procedure: To a stirred, cooled (0° C.) solution of 2.0 mL (7.0 mmol) of 3.5M cyclopropylacetylene in toluene was added 2 mL of THF followed by 2.8 mL (7.0 mmol) of 2.5M n-BuLi in hexanes over 2 min. The solution was stirred 5 min. at 0° C., warmed to RT, and stirred a further 20 min. The reaction was cooled to 0° C. and treated with a solution of 300 mg (1.24 mmol) of 2'-amino-5'-chloro-3'-fluoro-2,2,2-trifluoroacetophenone in 3mL of THF over 2 min. The solution was stirred an additional 10 min. and the c... Reactants: CCC#CCO, CS(=O)c1nsc(-c2ccccc2Cl)n1, CS(=O)(=O)c1nsc(-c2ccccc2Cl)n1, CN(C)C=O, [Cl-], [H-], [Na+], [Na+]. Product: CCC#CCOc1nsc(-c2ccccc2Cl)n1. As a reaction SMILES: [CH2:32]([C:33]#[C:34][CH2:35][CH3:36])[OH:37].[CH3:17][S:18]([c:19]1[n:20][c:21](-[c:22]2[cH:23][cH:24][cH:25][cH:26][c:27]2[Cl:28])[s:29][n:30]1)=[O:31].[CH3:1][S:2](=[O:3])(=[O:4])[c:5]1[n:6][s:7][c:8](-[c:10]2[c:11]([Cl:16])[cH:12][cH:13][cH:14][cH:15]2)[n:9]1.[CH3:42][N:43]([CH3:44])[CH:45]=[O:46].[Cl-:41].[H-:38].[Na+:39].[Na+:40]>>[c:5]1([O:37][CH2:32][C:33]#[C:34][CH2:35][CH3:36])[n:6][s:7][c:8](-[c:10]2[c:11]([Cl:16])[cH:12][cH:13][cH:14][cH:15]2)[n:9]1. The reactants are C1(=CC=CC=C1)OC(NC=1C(=NC=CC1)OC)=O (Phenyl-N-(2-methoxypyridin-3-yl)carbamate), COC1=C(C=CC=C1)N1CCNCC1 (1-(2-methoxyphenyl)piperazine). Yields the product COC1=NC=CC=C1NC(=O)N1CCN(CC1)C1=C(C=CC=C1)OC (1-[(2-methoxypyridin-3-yl)aminocarbonyl]-4-(2-methoxyphenyl)piperazine). Isolated yield 86.0%. RXN SMILES: C1(O[C:8](=[O:18])[NH:9][C:10]2[C:11]([O:16][CH3:17])=[N:12][CH:13]=[CH:14][CH:15]=2)C=CC=CC=1.[CH3:19][O:20][C:21]1[CH:26]=[CH:25][CH:24]=[CH:23][C:22]=1[N:27]1[CH2:32][CH2:31][NH:30][CH2:29][CH2:28]1>>[CH3:17][O:16][C:11]1[C:10]([NH:9][C:8]([N:30]2[CH2:29][CH2:28][N:27]([C:22]3[CH:23]=[CH:24][CH:25]=[CH:26][C:21]=3[O:20][CH3:19])[CH2:32][CH2:31]2)=[O:18])=[CH:15][CH:14]=[CH:13][N:12]=1. Procedure: Phenyl-N-(2-methoxypyridin-3-yl)carbamate and 1-(2-methoxyphenyl)piperazine were reacted by the same way with the example 1 to obtain the titled compound. Reactants: Cl[O-].[Na+] (sodium hypochlorite), OC1=CC2=CC=CC=C2C=C1C(=O)O (2-hydroxy-3-naphthoic acid), Cl[O-].[Na+] (sodium hypochlorite). The solvent is Cl (hydrochloric acid). Run at time 2 hour. Product: ClC1=C(C(=CC2=CC=CC=C12)C(=O)O)O (1-chloro-2-hydroxy-3-naphthoic acid). The yield is 91.8%. RXN SMILES: [Cl:1][O-].[Na+].[OH:4][C:5]1[C:14]([C:15]([OH:17])=[O:16])=[CH:13][C:12]2[C:7](=[CH:8][CH:9]=[CH:10][CH:11]=2)[CH:6]=1>Cl>[Cl:1][C:6]1[C:7]2[C:12](=[CH:11][CH:10]=[CH:9][CH:8]=2)[CH:13]=[C:14]([C:15]([OH:17])=[O:16])[C:5]=1[OH:4] |f:0.1|. Procedure: The chilled sodium hypochlorite solution is added to the chilled solution of 2-hydroxy-3-naphthoic acid, keeping the temperature below 10° C. When the addition of sodium hypochlorite is completed, the reaction mixture is held at about 10° C. for 2 hours and then heated to the boil. To this solution is then added 250 ml of 14.1% hydrochloric acid. The resulting slurry of deep yellow solid material is heated to the boil and then cooled to ambient temperature. The slurry is filtered, washed with 2 ...